This data is from the Open Reaction Database (ORD), a public repository of structured organic reaction records. The task is: describe an organic reaction: reactants, conditions, products, and yield Starting materials: COC(=O)C(C)(Oc1ccc(C)cc1)c1ccccc1, ClC(Cl)(Cl)Cl, CC(C)(C#N)N=NC(C)(C)C#N, O=C1CCC(=O)N1Br. Product: COC(=O)C(C)(Oc1ccc(CBr)cc1)c1ccccc1. As a reaction SMILES: [CH3:1][c:2]1[cH:3][cH:4][c:5]([O:6][C:7]([C:8](=[O:9])[O:10][CH3:11])([CH3:12])[c:13]2[cH:14][cH:15][cH:16][cH:17][cH:18]2)[cH:19][cH:20]1.[Cl:41][C:42]([Cl:43])([Cl:44])[Cl:45].[N:29]#[C:30][C:31]([N:32]=[N:33][C:34]([C:35]#[N:36])([CH3:37])[CH3:38])([CH3:39])[CH3:40].[O:21]=[C:22]1[N:23]([Br:28])[C:24](=[O:25])[CH2:26][CH2:27]1>>[CH2:1]([c:2]1[cH:3][cH:4][c:5]([O:6][C:7]([C:8](=[O:9])[O:10][CH3:11])([CH3:12])[c:13]2[cH:14][cH:15][cH:16][cH:17][cH:18]2)[cH:19][cH:20]1)[Br:28]. The reactants are C(CCC)[Li] (Butyl lithium), [Br-].C(CC)[P+](C1=CC=CC=C1)(C1=CC=CC=C1)C1=CC=CC=C1 ((n-propyl)triphenylphosphonium bromide), C(=O)(OCC1=CC=CC=C1)N1CCC(CC1)=O (N-carbobenzyloxy-4-piperidone). Run in O1CCCC1 (tetrahydrofuran). Reaction conditions: time 0.5 hour. The product is C(=O)(OCC1=CC=CC=C1)N1CCC(CC1)=CCCC (1-carbobenzoxy-4-(1-butylidene)piperidine). As a reaction SMILES: [CH2:1]([Li])[CH2:2][CH2:3][CH3:4].[Br-].C([P+](C1C=CC=CC=1)(C1C=CC=CC=1)C1C=CC=CC=1)CC.[C:29]([N:39]1[CH2:44][CH2:43][C:42](=O)[CH2:41][CH2:40]1)([O:31][CH2:32][C:33]1[CH:38]=[CH:37][CH:36]=[CH:35][CH:34]=1)=[O:30]>O1CCCC1>[C:29]([N:39]1[CH2:44][CH2:43][C:42](=[CH:1][CH2:2][CH2:3][CH3:4])[CH2:41][CH2:40]1)([O:31][CH2:32][C:33]1[CH:38]=[CH:37][CH:36]=[CH:35][CH:34]=1)=[O:30] |f:1.2|. Reported procedure: Butyl lithium (44 ml of 1.6 M in hexane) was added slowly to a stirred suspension of 27 g of (n-propyl)triphenylphosphonium bromide in 350 ml of tetrahydrofuran and the resulting solution was refluxed for 1 hour. The mixture was cooled in an ice bath and 18 g of N-carbobenzyloxy-4-piperidone was added. After stirring at room temperature of 0.5 hour, the solution was refluxed for 2 hours. The cooled mixture was concentrated under reduced pressure, partitioned between ether and water, and the ethe... Reactants: ClN1C(CCC1=O)=O (N-Chlorosuccinimide), C(C)OC(C1=CN=C(C=C1)N)=O (6-amino-nicotinic acid ethyl ester). The solvent is C(C)#N (acetonitrile). Yields the product C(C)OC(C1=CN=C(C(=C1)Cl)N)=O (6-amino-5-chloro-nicotinic acid ethyl ester). The yield is 79.5%. Reaction SMILES: [Cl:1]N1C(=O)CCC1=O.[CH2:9]([O:11][C:12](=[O:20])[C:13]1[CH:18]=[CH:17][C:16]([NH2:19])=[N:15][CH:14]=1)[CH3:10]>C(#N)C>[CH2:9]([O:11][C:12](=[O:20])[C:13]1[CH:18]=[C:17]([Cl:1])[C:16]([NH2:19])=[N:15][CH:14]=1)[CH3:10]. Procedure details: N-Chlorosuccinimide (21.7 g, 0.162 mol) was added to a suspension of 6-amino-nicotinic acid ethyl ester (18.0 g, 0.108 mol) in acetonitrile (270 ml) and the mixture was refluxed for 2 h. The reaction mixture was filtered and concentrated under reduced pressure. The residue was dissolved in dichloromethane, washed with water and dried. Flash chromatography (2.5% MeOH in CH2Cl2) gave pure 6-amino-5-chloro-nicotinic acid ethyl ester (17.23 g, 79%).